Dataset: the Open Reaction Database (ORD), a public repository of structured organic reaction records. Task: describe an organic reaction: reactants, conditions, products, and yield Isolated yield 40.0%. Reagents/catalysts: Cl[Ti](Cl)(Cl)Cl (TiCl4). Solvent: CN(C)C=O (DMF), CCN(CC)CC (NEt3). Starting materials: Cl[Sn]Cl (SnCl2), FC=1C=C(C=C(C1)F)C(=C)N1CCCC1 ([1-(3,5-difluorophenyl)vinyl]pyrrolidine), CC(=O)C1=CC(=CC(=C1)F)F (3,5-difluoro acetophenone), N1CCCC1 (pyrrolidine), CC1=NC(=C(C(=N1)Cl)[N+](=O)[O-])Cl (2-methyl-4,6-dichloro-5-nitropyrimidine), C(C)(C)N(C(C)C)CC (N,N-diisopropylethylamine), N1CCCCC1 (piperidine), Cl[Sn]Cl (SnCl2). Run at time 48 hour. Yields the product FC=1C=C(C=C(C1)F)C1CC(CC(N1)C)C1=NC=C2C(N1)=CC=N2 (6-(3,5-difluorophenyl)-2-methyl-4-piperidylpyrrolo[3,2-d]pyrimidine). Procedure details: Using the method described in Example 30 by employing [1-(3,5-difluorophenyl)vinyl]pyrrolidine (freshly prepared before use from 3,5-difluoro acetophenone (Oakwood Products Inc.), pyrrolidine and TiCl4 (1.32 g, 6.32 mmol), 2-methyl-4,6-dichloro-5-nitropyrimidine (Example 76(b)) (1.30 g, 6.32 mmol), N,N-diisopropylethylamine (1.1 mL, 6.32 mmol), piperidine (1.0 mL, 10.1 mmol), NEt3 (1.1 mL) and SnCl2 (19 mL of a 2 M soln in DMF). In this example the 2 M SnCl2 solution was added to the reaction mi... Reaction SMILES: FC1C=[C:4]([C:9]([N:11]2CCCC2)=[CH2:10])C=C(F)C=1.[CH3:16][C:17]([C:19]1[CH:24]=[C:23]([F:25])[CH:22]=[C:21]([F:26])[CH:20]=1)=O.N1CC[CH2:29][CH2:28]1.[CH3:32][C:33]1[N:38]=[C:37](Cl)[C:36]([N+:40]([O-])=O)=[C:35](Cl)[N:34]=1.C(N(CC)C(C)C)(C)C.N1CCCCC1.Cl[Sn]Cl>CN(C=O)C.Cl[Ti](Cl)(Cl)Cl.CCN(CC)CC>[F:26][C:21]1[CH:20]=[C:19]([CH:17]2[NH:11][CH:9]([CH3:10])[CH2:4][CH:32]([C:33]3[NH:38][C:37]4=[CH:28][CH:29]=[N:40][C:36]4=[CH:35][N:34]=3)[CH2:16]2)[CH:24]=[C:23]([F:25])[CH:22]=1. The reactants are Example 1, β,β,-diethoxy-α-methylpropionic acid ester, P12(=S)SP3(=S)SP(=S)(S1)SP(=S)(S2)S3 (phosphorus pentasulfide), C(CCC)ON1C(=O)NC(=O)C(=C1)C (1-butoxy-5-methyl-uracil), C(CCC)ONC(=O)N (butoxyurea). The product is C(CCC)ON1C(N=C(C(=C1)C)S)=O (1-butoxy-1,2-dihydro-4-mercapto-5-methyl-2-oxo-pyrimidine). As a reaction SMILES: [CH2:1]([O:5][N:6]1[CH:13]=[C:12]([CH3:14])[C:10](=O)[NH:9][C:7]1=[O:8])[CH2:2][CH2:3][CH3:4].C(ONC(N)=O)CCC.P12(SP3(SP(SP(S3)(S1)=S)(=S)S2)=S)=[S:25]>>[CH2:1]([O:5][N:6]1[CH:13]=[C:12]([CH3:14])[C:10]([SH:25])=[N:9][C:7]1=[O:8])[CH2:2][CH2:3][CH3:4]. Reported procedure: In a manner analogous to that described in Example 1 25 g of 1-butoxy-5-methyl-uracil prepared by reacting of butoxyurea with β,β,-diethoxy-α-methylpropionic acid ester was reacted with 50 g of phosphorus pentasulfide to give 1-butoxy-1,2-dihydro-4-mercapto-5-methyl-2-oxo-pyrimidine; The reactants are ClCCl, O=S(=O)(Cl)c1ccc(F)c(F)c1, Nc1nccs1, c1ccncc1. Product: O=S(=O)(Nc1nccs1)c1ccc(F)c(F)c1. RXN SMILES: [CH2:25]([Cl:26])[Cl:27].[F:13][c:14]1[cH:15][c:16]([S:21](=[O:22])(=[O:23])[Cl:24])[cH:17][cH:18][c:19]1[F:20].[NH2:1][c:2]1[s:3][cH:4][cH:5][n:6]1.[cH:7]1[cH:8][cH:9][n:10][cH:11][cH:12]1>>[NH:1]([c:2]1[s:3][cH:4][cH:5][n:6]1)[S:21]([c:16]1[cH:15][c:14]([F:13])[c:19]([F:20])[cH:18][cH:17]1)(=[O:22])=[O:23]. Reactants: CC1=CC=C(C=C1)C1=C(C=CC=C1)C(=O)C=1N=NN(N1)C(C1=CC=CC=C1)(C1=CC=CC=C1)C1=CC=CC=C1 (4'-methyl-2-(2-trityltetrazol-5-ylcarbonyl)biphenyl), BrN1C(CCC1=O)=O (N-bromosuccinimide), C(C1=CC=CC=C1)(=O)OOC(C1=CC=CC=C1)=O (benzoyl peroxide). The product is BrCC1=CC=C(C=C1)C1=C(C=CC=C1)C(=O)C=1N=NN(N1)C(C1=CC=CC=C1)(C1=CC=CC=C1)C1=CC=CC=C1 (4'-Bromomethyl-2-(2-trityltetrazol-5-ylcarbonyl)biphenyl). The yield is 100.6%. Reaction SMILES: [CH3:1][C:2]1[CH:7]=[CH:6][C:5]([C:8]2[CH:13]=[CH:12][CH:11]=[CH:10][C:9]=2[C:14]([C:16]2[N:17]=[N:18][N:19]([C:21]([C:34]3[CH:39]=[CH:38][CH:37]=[CH:36][CH:35]=3)([C:28]3[CH:33]=[CH:32][CH:31]=[CH:30][CH:29]=3)[C:22]3[CH:27]=[CH:26][CH:25]=[CH:24][CH:23]=3)[N:20]=2)=[O:15])=[CH:4][CH:3]=1.[Br:40]N1C(=O)CCC1=O.C(OOC(=O)C1C=CC=CC=1)(=O)C1C=CC=CC=1>>[Br:40][CH2:1][C:2]1[CH:3]=[CH:4][C:5]([C:8]2[CH:13]=[CH:12][CH:11]=[CH:10][C:9]=2[C:14]([C:16]2[N:17]=[N:18][N:19]([C:21]([C:34]3[CH:39]=[CH:38][CH:37]=[CH:36][CH:35]=3)([C:28]3[CH:29]=[CH:30][CH:31]=[CH:32][CH:33]=3)[C:22]3[CH:27]=[CH:26][CH:25]=[CH:24][CH:23]=3)[N:20]=2)=[O:15])=[CH:6][CH:7]=1. Procedure: 400 mg of 4'-methyl-2-(2-trityltetrazol-5-ylcarbonyl)biphenyl (prepared as described in Preparation 12), 150 mg of N-bromosuccinimide and 20 mg of benzoyl peroxide were treated in the same manner as described in Preparation 8, to give 465 mg of the title compound as a crystalline powder, melting at 161°-163° C. (with decomposition). Reactants: [BH4-], N#Cc1cncc(Br)c1, C1CCOC1, Cl, Cl[Co]Cl, [Na+], O, O, O, O, O, O, O. The product is NCc1cncc(Br)c1. Reaction SMILES: [BH4-:11].[Br:1][c:2]1[cH:3][n:4][cH:5][c:6]([C:7]#[N:8])[cH:9]1.[CH2:14]1[O:15][CH2:16][CH2:17][CH2:18]1.[ClH:13].[Co:25]([Cl:26])[Cl:27].[Na+:12].[OH2:10].[OH2:19].[OH2:20].[OH2:21].[OH2:22].[OH2:23].[OH2:24]>>[Br:1][c:2]1[cH:3][n:4][cH:5][c:6]([CH2:7][NH2:8])[cH:9]1.